From a dataset of the Open Reaction Database (ORD), a public repository of structured organic reaction records. describe an organic reaction: reactants, conditions, products, and yield Starting materials: C(C)OC(C)=C(C#N)C#N (1-ethoxyethylidene malononitrile), CNN (methyl hydrazine). Solvent: C(C)O (ethanol). Conditions: time 3 hour. Yields the product CN1N=C(C(=C1N)C#N)C (1,3-dimethyl-5-amino-1H-pyrazole-4-carbonitrile). Yield: 86.7%. RXN SMILES: C(O[C:4](=[C:6]([C:9]#[N:10])[C:7]#[N:8])[CH3:5])C.[CH3:11][NH:12][NH2:13]>C(O)C>[CH3:11][N:12]1[C:9]([NH2:10])=[C:6]([C:7]#[N:8])[C:4]([CH3:5])=[N:13]1. Procedure details: To a solution of 1-ethoxyethylidene malononitrile (27.2 g, 0.2 mol) in ethanol (50 ml) was added methyl hydrazine (9.4 g, 0.2 mol). The reaction mixture was stirred at room temperature for 3 hours and the product was collected by filtration to afford 23.6 g (87%) of 1,3-dimethyl-5-amino-1H-pyrazole-4-carbonitrile as white crystals, m.p. 193°-195° C. when dried in high vacuum. Reactants: CC(=O)O, CC1(C)CNC(=O)C(Cl)(Cl)C1, [H][H]. Product: CC1(C)CNC(=O)C(Cl)C1. Reaction SMILES: [C:14]([OH:15])(=[O:16])[CH3:17].[Cl:1][C:2]1([Cl:11])[C:3](=[O:10])[NH:4][CH2:5][C:6]([CH3:8])([CH3:9])[CH2:7]1.[H:12][H:13]>>[Cl:1][CH:2]1[C:3](=[O:10])[NH:4][CH2:5][C:6]([CH3:8])([CH3:9])[CH2:7]1.